Dataset: the Open Reaction Database (ORD), a public repository of structured organic reaction records. Task: describe an organic reaction: reactants, conditions, products, and yield The reactants are ClCC1=CC=C(OCC=2N=C(OC2C)C2=CC=CC=C2)C=C1 (4-(4-chloromethylphenoxymethyl)-5-methyl-2-phenyloxazole), OC=1C=CC(=C(OCC(=O)OC)C1)CCC (methyl 2-(5-hydroxy-2-propylphenoxy)acetate), C([O-])([O-])=O.[K+].[K+] (potassium carbonate), CN(C=O)C (N,N-dimethylformamide). The solvent is O (water). Run at temperature 90 celsius, time 2 hour. Product: CC1=C(N=C(O1)C1=CC=CC=C1)COC1=CC=C(COC=2C=CC(=C(OCC(=O)OC)C2)CCC)C=C1 (methyl 2-[5-[4-[(5-methyl-2-phenyl-4-oxazolyl)methoxy]benzyloxy]-2-propylphenoxy]acetate). The yield is 61.1%. Reaction SMILES: Cl[CH2:2][C:3]1[CH:22]=[CH:21][C:6]([O:7][CH2:8][C:9]2[N:10]=[C:11]([C:15]3[CH:20]=[CH:19][CH:18]=[CH:17][CH:16]=3)[O:12][C:13]=2[CH3:14])=[CH:5][CH:4]=1.[OH:23][C:24]1[CH:25]=[CH:26][C:27]([CH2:36][CH2:37][CH3:38])=[C:28]([CH:35]=1)[O:29][CH2:30][C:31]([O:33][CH3:34])=[O:32].C(=O)([O-])[O-].[K+].[K+].CN(C)C=O>O>[CH3:14][C:13]1[O:12][C:11]([C:15]2[CH:20]=[CH:19][CH:18]=[CH:17][CH:16]=2)=[N:10][C:9]=1[CH2:8][O:7][C:6]1[CH:21]=[CH:22][C:3]([CH2:2][O:23][C:24]2[CH:25]=[CH:26][C:27]([CH2:36][CH2:37][CH3:38])=[C:28]([CH:35]=2)[O:29][CH2:30][C:31]([O:33][CH3:34])=[O:32])=[CH:4][CH:5]=1 |f:2.3.4|. Reported procedure: A mixture of 4-(4-chloromethylphenoxymethyl)-5-methyl-2-phenyloxazole (1.79 g), methyl 2-(5-hydroxy-2-propylphenoxy)acetate (1.17 g), anhydrous potassium carbonate (0.72 g) and N,N-dimethylformamide (50 mL) was stirred at 90° C. for 2 hrs. The reaction mixture was poured into water and extracted with ethyl acetate. The organic layer was washed with saturated brine, dried over anhydrous magnesium sulfate, and concentrated. The obtained residue was subjected to silica gel column chromatography to ... Starting materials: FC(CNC)F (N-(2,2-difluoroethyl)-N-methyl-amine), Cl (HCl), CCN(C(C)C)C(C)C (DIPEA), FC1=C(C=C(C=C1)NC(C1=C(C=C(C(=C1)[N+](=O)[O-])NC)F)=O)Cl (N-(4-fluoro-3-chloro-phenyl)-2-fluoro-4-methylamino-5-nitro-benzoic acid amide). The solvent is CC#N (MeCN). Yields the product FC1=C(C=C(C=C1)NC(C1=C(C=C(C(=C1)[N+](=O)[O-])NC)N(CC(F)F)C)=O)Cl (N-(4-Fluoro-3-chloro-phenyl)-2-[N-methyl-N-(2,2-difluoroethyl)-amino]-4-methylamino-5-nitro-benzoic acid amide). As a reaction SMILES: [F:1][CH:2]([F:6])[CH2:3][NH:4][CH3:5].Cl.CCN(C(C)C)C(C)C.[F:17][C:18]1[CH:23]=[CH:22][C:21]([NH:24][C:25](=[O:38])[C:26]2[CH:31]=[C:30]([N+:32]([O-:34])=[O:33])[C:29]([NH:35][CH3:36])=[CH:28][C:27]=2F)=[CH:20][C:19]=1[Cl:39]>CC#N>[F:17][C:18]1[CH:23]=[CH:22][C:21]([NH:24][C:25](=[O:38])[C:26]2[CH:31]=[C:30]([N+:32]([O-:34])=[O:33])[C:29]([NH:35][CH3:36])=[CH:28][C:27]=2[N:4]([CH3:5])[CH2:3][CH:2]([F:6])[F:1])=[CH:20][C:19]=1[Cl:39]. Procedure: A mixture of N-(2,2-difluoroethyl)-N-methyl-amine×HCl (64 mg, 0.48 mmol), DIPEA (0.64 ml, 3.73 mmol), N-(4-fluoro-3-chloro-phenyl)-2-fluoro-4-methylamino-5-nitro-benzoic acid amide (150 mg, 0.44 mmol) and MeCN (5 mL) is stirred for two weeks at reflux. Then the mixture is concentrated, diluted with EtOAc, washed with water, dried with Na2SO4 and concentrated and directly used in the next step. Reactants: C(C)(C)[N-]C(C)C.[Li+] (Lithium diisopropylamide), C(C)(=O)[O-] (acetate), C1=C(C=CC2=CC=CC=C12)C(=O)Cl (2-naphthoyl chloride). Solvent: C1CCOC1 (THF), C1CCOC1 (THF). Reaction conditions: temperature -78 celsius, time 15 minute. The product is C1=C(C=CC2=CC=CC=C12)C(=O)CC(=O)OCCCCCCCCC=C (9-Decen-1-yl (2-naphthoyl)acetate). Reaction SMILES: C([N-][CH:5]([CH3:7])[CH3:6])(C)C.[Li+].[C:9]([O-:12])(=[O:11])[CH3:10].[CH:13]1[C:22]2[C:17](=[CH:18][CH:19]=[CH:20][CH:21]=2)[CH:16]=[CH:15][C:14]=1[C:23](Cl)=[O:24]>C1COCC1>[CH:13]1[C:22]2[C:17](=[CH:18][CH:19]=[CH:20][CH:21]=2)[CH:16]=[CH:15][C:14]=1[C:23]([CH2:10][C:9]([O:12][CH2:21][CH2:22][CH2:13][CH2:14][CH2:15][CH2:16][CH2:17][CH2:7][CH:5]=[CH2:6])=[O:11])=[O:24] |f:0.1|. Reported procedure: Lithium diisopropylamide in the amount of 79.8 mL (2.0 M, 0.160 mol) is placed into a 250 mL three-necked round-bottomed flask fitted with a magnetic stirrer, internal thermometer, argon inlet, and addition funnel. The flask is cooled to -78° C. Roseate acetate in the amount of 14.91 g (0.075 mol) is dissolved in THF (5 mL) and the resulting solution added to the flask over 45 min. Once addition is complete, the mixture is stirred for an additional 15 min before being treated with a solution of ...